From a dataset of the Open Reaction Database (ORD), a public repository of structured organic reaction records. describe an organic reaction: reactants, conditions, products, and yield The reactants are [Br-], C1CCOC1, CC(c1cc2c(s1)C(C)(C)CCC2(C)C)[P+](c1ccccc1)(c1ccccc1)c1ccccc1, CO, CCOC(=O)C=C(C)C=CC=O, O. Product: CCOC(=O)C=C(C)C=CC=C(C)c1cc2c(s1)C(C)(C)CCC2(C)C. As a reaction SMILES: [Br-:1].[CH2:51]1[O:52][CH2:53][CH2:54][CH2:55]1.[CH3:2][C:3]1([CH3:35])[CH2:4][CH2:5][C:6]([CH3:33])([CH3:34])[c:7]2[s:8][c:9]([CH:12]([CH3:13])[P+:14]([c:15]3[cH:16][cH:17][cH:18][cH:19][cH:20]3)([c:21]3[cH:22][cH:23][cH:24][cH:25][cH:26]3)[c:27]3[cH:28][cH:29][cH:30][cH:31][cH:32]3)[cH:10][c:11]21.[CH3:49][OH:50].[CH:36](=[O:37])[CH:38]=[CH:39][C:40](=[CH:41][C:42](=[O:43])[O:44][CH2:45][CH3:46])[CH3:47].[OH2:48]>>[CH3:2][C:3]1([CH3:35])[CH2:4][CH2:5][C:6]([CH3:33])([CH3:34])[c:7]2[s:8][c:9]([C:12]([CH3:13])=[CH:36][CH:38]=[CH:39][C:40](=[CH:41][C:42](=[O:43])[O:44][CH2:45][CH3:46])[CH3:47])[cH:10][c:11]21. Starting materials: N1(N=CN=C1)C1=CC=C(C=C1)N (4-[1,2,4]-triazol-1-yl-phenylamine), N1(N=CN=C1)C=1C=C2C(C(NC2=CC1)=O)=O (5-[1,2,4]triazol-1-yl-1H-indole-2,3-dione), N(N)C1=CC=C(C=C1)S(=O)(=O)NC (4-hydrazino-N-methyl-phenylsulfonamide). The product is N1(N=CN=C1)C=1C=C2C(C(NC2=CC1)=O)=O (5-[1,2,4]Triazol-1-yl-1H-indole-2,3-dione), CNS(=O)(=O)C1=CC=C(C=C1)NN=C1C(NC2=CC=C(C=C12)N1N=CN=C1)=O (N-Methyl-4-[N′-(2-oxo-5-[1,2,4]triazol-1-yl-1,2-dihydro-indol-3-ylidene)-hydrazino]-benzenesulfonamide). Yield: 6.0%. RXN SMILES: [N:1]1([C:6]2[CH:11]=[CH:10][C:9]([NH2:12])=[CH:8][CH:7]=2)[CH:5]=[N:4][CH:3]=[N:2]1.[N:13]1([C:18]2[CH:19]=[C:20]3[C:24](=[CH:25][CH:26]=2)[NH:23][C:22](=[O:27])[C:21]3=[O:28])[CH:17]=[N:16][CH:15]=[N:14]1.[NH:29]([C:31]1[CH:36]=[CH:35][C:34]([S:37]([NH:40][CH3:41])(=[O:39])=[O:38])=[CH:33][CH:32]=1)[NH2:30]>>[N:13]1([C:18]2[CH:19]=[C:20]3[C:24](=[CH:25][CH:26]=2)[NH:23][C:22](=[O:27])[C:21]3=[O:28])[CH:17]=[N:16][CH:15]=[N:14]1.[CH3:41][NH:40][S:37]([C:34]1[CH:35]=[CH:36][C:31]([NH:29][N:30]=[C:21]2[C:8]3[C:9](=[CH:10][CH:11]=[C:6]([N:1]4[CH:5]=[N:4][CH:3]=[N:2]4)[CH:7]=3)[NH:12][C:22]2=[O:27])=[CH:32][CH:33]=1)(=[O:39])=[O:38]. Procedure: 5-[1,2,4]Triazol-1-yl-1H-indole-2,3-dione was prepared from 4-[1,2,4]-triazol-1-yl-phenylamine according to Procedure A in 6% yield: 1H NMR (DMSO-d6): δ7.04 (d, J=8.4Hz, 1H), 7.97 (d, J=2.2 Hz, 1H), 8.01 (dd, J=2.2, 8.4 Hz, 1H), 8.20 (s, 1H), 9.26 (s, 1H), 11.19 (bs, 1H); APCI−MS m/z 215 (M+1)+. Condensation of 5-[1,2,4]triazol-1-yl-1H-indole-2,3-dione with 4-hydrazino-N-methyl-phenylsulfonamide according to Procedure G gave the title compound in 86% yield: 1H NMR (DMSO-d6): δ2.38 (d, J=5.0 Hz, ...